From a dataset of the Open Reaction Database (ORD), a public repository of structured organic reaction records. describe an organic reaction: reactants, conditions, products, and yield The reactants are C, CCOC(=O)C1CCN(c2ccc([N+](=O)[O-])c(C(=O)N(C)C)c2)CC1, CCO, [H][H], C1CCOC1, [Pd]. Yields the product CCOC(=O)C1CCN(c2ccc(N)c(C(=O)N(C)C)c2)CC1. Reaction SMILES: [C:36].[CH2:1]([CH3:2])[O:3][C:4](=[O:5])[CH:6]1[CH2:7][CH2:8][N:9]([c:12]2[cH:13][c:14]([C:21]([N:22]([CH3:23])[CH3:24])=[O:25])[c:15]([N+:18]([O-:19])=[O:20])[cH:16][cH:17]2)[CH2:10][CH2:11]1.[CH3:31][CH2:32][OH:33].[H:34][H:35].[O:26]1[CH2:27][CH2:28][CH2:29][CH2:30]1.[Pd:37]>>[CH2:1]([CH3:2])[O:3][C:4](=[O:5])[CH:6]1[CH2:7][CH2:8][N:9]([c:12]2[cH:13][c:14]([C:21]([N:22]([CH3:23])[CH3:24])=[O:25])[c:15]([NH2:18])[cH:16][cH:17]2)[CH2:10][CH2:11]1. Reactants: O.ClC=1NC(C=2NC=NC2N1)=O.[Na] (sodium 2-chloro-hypoxanthine hydrate), Cl (hydrochloric acid). Solvent: O (water). Run at temperature 60 celsius. Product: ClC=1NC(C=2NC=NC2N1)=O (2-chlorohypoxanthine). Reaction SMILES: O.[Cl:2][C:3]1[NH:4][C:5](=[O:12])[C:6]2[NH:7][CH:8]=[N:9][C:10]=2[N:11]=1.[Na].Cl>O>[Cl:2][C:3]1[NH:4][C:5](=[O:12])[C:6]2[NH:7][CH:8]=[N:9][C:10]=2[N:11]=1 |f:0.1.2,^1:12|. Procedure details: The pH of a suspension of sodium 2-chloro-hypoxanthine hydrate in water is adjusted to a value in the range of 6.5, using acid, preferably an inorganic acid and more especially dilute hydrochloric acid. The suspension is then heated to a temperature in the range from 55° C. to 65° C., preferably 60° C. Reagents/catalysts: O=C(O)C(F)(F)F (trifluoroacetic acid). Run in CC(C)O (isopropyl alcohol), CC(C)O (isopropylalcohol). Product: Cc1ccc2nc(CCCC3OCC(C)(C)CO3)c(NC3CCCCC3)n2c1. Reactants: CC1(C)COC(CCCC=O)OC1, CC1=CN=C(C=C1)N, [C-]#[N+]C1CCCCC1. Conditions: temperature 22 celsius, time 20 hour. As a reaction SMILES: CC1=CC=C(N)N=C1.[C-]#[N+]C1CCCCC1.CC1(C)COC(CCCC=O)OC1>>CC1=CN2C(C=C1)=NC(CCCC1OCC(C)(C)CO1)=C2NC1CCCCC1. Isolated yield 0.0%. Reactants: CC(C)(C)C1C(CC2=CC=CC=C12)N(C([O-])=O)CC1=CC=C(C=C1)Br (1,1-dimethylethyl[(4-bromophenyl)methyl]2,3-dihydro-1H-inden-2-ylcarbamate), C(=O)C=1C=C(C=CC1)B(O)O (3-formylphenylboronic acid). The product is C1C(CC2=CC=CC=C12)N(C(OC(C)(C)C)=O)CC1=CC=C(C=C1)C1=CC(=CC=C1)C=O (1,1-dimethylethyl 2,3-dihydro-1H-inden-2-yl[(3′-formyl-4-biphenylyl)-methyl]carbamate). As a reaction SMILES: CC([CH:5]1[C:13]2[C:8](=[CH:9][CH:10]=[CH:11][CH:12]=2)[CH2:7][CH:6]1[N:14]([CH2:18][C:19]1[CH:24]=[CH:23][C:22](Br)=[CH:21][CH:20]=1)[C:15](=[O:17])[O-:16])(C)C.[CH:26]([C:28]1[CH:29]=[C:30](B(O)O)[CH:31]=[CH:32][CH:33]=1)=[O:27]>>[CH2:7]1[C:8]2[C:9](=[CH:10][CH:11]=[CH:12][CH:13]=2)[CH2:5][CH:6]1[N:14]([CH2:18][C:19]1[CH:24]=[CH:23][C:22]([C:32]2[CH:31]=[CH:30][CH:29]=[C:28]([CH:26]=[O:27])[CH:33]=2)=[CH:21][CH:20]=1)[C:15](=[O:17])[O:16][C:8]([CH3:13])([CH3:9])[CH3:7]. Procedure: The title compound was prepared from 1,1-dimethylethyl[(4-bromophenyl)methyl]2,3-dihydro-1H-inden-2-ylcarbamate (Example V-13) and 3-formylphenylboronic acid according to the procedure described in Example VI-16 Step 1. 1H NMR (400 MHz, DMSO-d6) δ ppm 1.35 (s, 9H), 3.00 (d, J=8.56 Hz, 4H), 4.51 (br. s., 2H), 7.06-7.19 (m, 4H), 7.34 (d, J=8.03 Hz, 2H), 7.69 (t, J=7.67 Hz, 1H), 7.72-7.77 (m, 2H), 7.86-7.91 (m, 1H), 8.01-8.06 (m, 1H), 8.19-8.24 (m, 1H), 10.10 (s, 1H). The product is C(C1=CC=CC=C1)OC(=O)N1[C@H](C(N(CC1)CC=1C=NC(=NC1)SC)=O)COC (4-benzyloxycarbonyl-3-(S)-methoxymethyl-1-[(2-methylthiopyrimidin-5-yl)-methyl]-piperazine-2-one). Reagents/catalysts: [Br-].C(CCC)[N+](CCCC)(CCCC)CCCC (tetra-n-butylammonium bromide). Yield: 32.4%. As a reaction SMILES: [CH2:1]([O:8][C:9]([N:11]1[CH2:16][CH2:15][NH:14][C:13](=[O:17])[C@@H:12]1[CH2:18][O:19][CH3:20])=[O:10])[C:2]1[CH:7]=[CH:6][CH:5]=[CH:4][CH:3]=1.Br[CH2:22][C:23]1[CH:24]=[N:25][C:26]([S:29][CH3:30])=[N:27][CH:28]=1.[OH-].[Na+]>[Br-].C([N+](CCCC)(CCCC)CCCC)CCC.ClCCl.O>[CH2:1]([O:8][C:9]([N:11]1[CH2:16][CH2:15][N:14]([CH2:22][C:23]2[CH:24]=[N:25][C:26]([S:29][CH3:30])=[N:27][CH:28]=2)[C:13](=[O:17])[C@@H:12]1[CH2:18][O:19][CH3:20])=[O:10])[C:2]1[CH:7]=[CH:6][CH:5]=[CH:4][CH:3]=1 |f:2.3,4.5|. The solvent is ClCCl (dichloromethane), O (water). Reactants: C(C1=CC=CC=C1)OC(=O)N1[C@H](C(NCC1)=O)COC (4-Benzyloxycarbonyl-3-(S)-methoxymethyl-piperazine-2-one), BrCC=1C=NC(=NC1)SC (5-bromomethyl-2-methylthiopyrimidine), [OH-].[Na+] (NaOH). Reported procedure: 4-Benzyloxycarbonyl-3-(S)-methoxymethyl-piperazine-2-one (0.1 g 0.37 mmol), 5-bromomethyl-2-methylthiopyrimidine (0.08 g, 0.37 mmol) and tetra-n-butylammonium bromide (0.06 g, 0.19 mmol) are placed in dichloromethane (1 mL) and 50% aqueous NaOH (0.03 mL) and stirred for 4 h. The mixture is diluted with water and is extracted with dichloromethane (2×20 mL). The combined organic extracts are dried (MgSO4) and are evaporated. The residue is purified by flash chromatography (silica gel, 98:2 dichlor... Starting materials: CCOC(=O)CCC(C)=O, CCOC(=O)CCC1(C)OOC(C)(C)CC(C)O1, NN, CC(O)CC(C)(C)OO. Yields the product CC1CC(C)(C)OOC(C)(CCC(=O)NN)O1. Reaction SMILES: [C:21]([O:22][CH2:23][CH3:24])(=[O:25])[CH2:26][CH2:27][C:28]([CH3:29])=[O:30].[CH2:1]([O:3][C:4](=[O:2])[CH2:6][CH2:7][C:8]1([CH3:18])[O:9][O:10][C:11]([CH3:16])([CH3:17])[CH2:12][CH:13]([CH3:15])[O:14]1)[CH3:5].[NH2:19][NH2:20].[OH:31][CH:32]([CH3:33])[CH2:34][C:35]([O:36][OH:37])([CH3:38])[CH3:39]>>[O:3]=[C:4]([CH2:6][CH2:7][C:8]1([CH3:18])[O:9][O:10][C:11]([CH3:16])([CH3:17])[CH2:12][CH:13]([CH3:15])[O:14]1)[NH:19][NH2:20]. Reactants: ClCCl, Cl, Cc1ccc2c(N3CCCC(CN(C(=O)[O-])C4CCOC4)C3)nc(-c3ccccc3O)nc2c1. Yields the product Cl, Cc1ccc2c(N3CCCC(CN(C(=O)O)C4CCOC4)C3)nc(-c3ccccc3O)nc2c1. Reaction SMILES: [Cl:36][CH2:37][Cl:38].[ClH:35].[O:1]1[CH2:2][CH:3]([N:6]([C:7]([O-:8])=[O:9])[CH2:10][CH:11]2[CH2:12][N:13]([c:17]3[n:18][c:19](-[c:28]4[c:29]([OH:34])[cH:30][cH:31][cH:32][cH:33]4)[n:20][c:21]4[cH:22][c:23]([CH3:27])[cH:24][cH:25][c:26]34)[CH2:14][CH2:15][CH2:16]2)[CH2:4][CH2:5]1>>[ClH:35].[O:1]1[CH2:2][CH:3]([N:6]([C:7](=[O:8])[OH:9])[CH2:10][CH:11]2[CH2:12][N:13]([c:17]3[n:18][c:19](-[c:28]4[c:29]([OH:34])[cH:30][cH:31][cH:32][cH:33]4)[n:20][c:21]4[cH:22][c:23]([CH3:27])[cH:24][cH:25][c:26]34)[CH2:14][CH2:15][CH2:16]2)[CH2:4][CH2:5]1.